describe an organic reaction: reactants, conditions, products, and yield From a dataset of the Open Reaction Database (ORD), a public repository of structured organic reaction records. Starting materials: C(C1=CC=CC=C1)OC1=CC(=C(C2=CC=CC=C12)I)N(CCCC=O)C(=O)OC(C)(C)C (4-(Benzyloxy)-N-(tert-butyloxycarbonyl)-1-iodo-N-(4-oxobut-1-yl)naphthylamine), C1(=CC=CC=C1)P(C1=CC=CC=C1)(C1=CC=CC=C1)=CC(=O)OC (methyl (triphenylphosphoranylidene)acetate), C1CCOC1 (THF). Reaction conditions: temperature 25 celsius, time 48 hour. The product is C(C1=CC=CC=C1)OC1=CC(=C(C2=CC=CC=C12)I)N(CCC\C=C\C(=O)OC)C(=O)OC(C)(C)C ((E)-4-(Benzyloxy)-N-(tert-butyloxycarbonyl)-1-iodo-N-[5-(methoxycarbonyl)-4-penten-1-yl]naphthylamine). The yield is 63.0%. RXN SMILES: [CH2:1]([O:8][C:9]1[C:18]2[C:13](=[CH:14][CH:15]=[CH:16][CH:17]=2)[C:12]([I:19])=[C:11]([N:20]([C:26]([O:28][C:29]([CH3:32])([CH3:31])[CH3:30])=[O:27])[CH2:21][CH2:22][CH2:23]C=O)[CH:10]=1)[C:2]1[CH:7]=[CH:6][CH:5]=[CH:4][CH:3]=1.C1(P(=[CH:52][C:53]([O:55][CH3:56])=[O:54])(C2C=CC=CC=2)C2C=CC=CC=2)C=CC=CC=1.[CH2:57]1COCC1>>[CH2:1]([O:8][C:9]1[C:18]2[C:13](=[CH:14][CH:15]=[CH:16][CH:17]=2)[C:12]([I:19])=[C:11]([N:20]([C:26]([O:28][C:29]([CH3:31])([CH3:30])[CH3:32])=[O:27])[CH2:21][CH2:22][CH2:23]/[CH:57]=[CH:52]/[C:53]([O:55][CH3:56])=[O:54])[CH:10]=1)[C:2]1[CH:3]=[CH:4][CH:5]=[CH:6][CH:7]=1. Reported procedure: A solution of 110 (13.3 mg, 24.4 μmol) in THF (0.3 mL) was treated with methyl (triphenylphosphoranylidene)acetate (23.9 mg, 71.5 μmol, 3 equiv). The reaction mixture was stirred for 48 h at 25° C. and the solvent removed under vacuum. Chromatography (SiO2, 10-25% EtOAc-hexane gradient elution) afforded 112 (9 mg, 14 mg theoretical, 63%) as an oil: 1H NMR (CDCl3, 400 MHz) δ 8.32 (d, J=8.2 Hz, 1H), 8.20 (d, J=8.2 Hz, 1H), 7.61-7.48 (m, 5H), 7.42-7.32 (m, 2H), 6.91 (m, 1H), 6.74 and 6.64 (two s, 1... Starting materials: COC1=CC=C(COC=2C(C=C(OC2)C)=O)C=C1 (5-p-Methoxybenzyloxy-2-methyl-4-pyrone), FC(C(=O)O)(F)F (trifluoroacetic acid). The solvent is C1(=CC=CC=C1)OC (anisole). Run at time 3 hour. The product is OC=1C(C=C(OC1)C)=O (5-Hydroxy-2-methyl-4-pyrone). RXN SMILES: COC1C=CC(C[O:8][C:9]2[C:10](=[O:16])[CH:11]=[C:12]([CH3:15])[O:13][CH:14]=2)=CC=1.FC(F)(F)C(O)=O>C1(OC)C=CC=CC=1>[OH:8][C:9]1[C:10](=[O:16])[CH:11]=[C:12]([CH3:15])[O:13][CH:14]=1. Procedure details: 5-p-Methoxybenzyloxy-2-methyl-4-pyrone, 10 g, was dissolved in 10 ml of anisole and 15 ml of trifluoroacetic acid was dropwise added to the solution under ice cooling. After stirring at the same temperature for 3 hours, the mixture was concentrated under reduced pressure. The concentrate was separated and purified by flash column chromatography (eluting solution; chloroform: methanol=20:1) using Wako Gel C-300 (200 g) to give 2.4 g of the title compound. Reactants: [Br-], Fc1cc(Br)ccc1C[P+](c1ccccc1)(c1ccccc1)c1ccccc1, CC(C)(C)[O-], CC(C)=O, [K+]. Product: CC(C)=Cc1ccc(Br)cc1F. RXN SMILES: [Br-:1].[Br:2][c:3]1[cH:4][c:5]([F:29])[c:6]([CH2:7][P+:8]([c:9]2[cH:10][cH:11][cH:12][cH:13][cH:14]2)([c:15]2[cH:16][cH:17][cH:18][cH:19][cH:20]2)[c:21]2[cH:22][cH:23][cH:24][cH:25][cH:26]2)[cH:27][cH:28]1.[CH3:30][C:31]([CH3:32])([CH3:33])[O-:34].[CH3:36][C:37](=[O:38])[CH3:39].[K+:35]>>[Br:2][c:3]1[cH:4][c:5]([F:29])[c:6]([CH:7]=[C:31]([CH3:30])[CH3:32])[cH:27][cH:28]1. The reactants are [Cr](=O)(=O)([O-])Cl.[NH+]1=CC=CC=C1 (pyridinium chlorochromate), OC(COC(CCCCCCCCCCCCC)=O)(CC=C)CO[Si](C1=CC=CC=C1)(C1=CC=CC=C1)C(C)(C)C (2-Hydroxy-2-[(tert-butyldiphenylsilyloxy)methyl]-1-tetradecanoyloxy-4-pentene), ·SMe2. Run in CCOCC (ether), C(Cl)Cl (CH2Cl2), C1CCOC1 (THF), C1CCOC1 (THF). Run at time 12 hour. The product is [Si](C1=CC=CC=C1)(C1=CC=CC=C1)(C(C)(C)C)OCC1(CCC(O1)=O)COC(CCCCCCCCCCCCC)=O (5-[(tert-Butyldiphenylsilyloxy)methyl]-5-[(tetradecanoyloxy)methyl]-tetrahydro-2-furanone). Isolated yield 70.8%. As a reaction SMILES: [OH:1][C:2]([CH2:23][O:24][Si:25]([C:38]([CH3:41])([CH3:40])[CH3:39])([C:32]1[CH:37]=[CH:36][CH:35]=[CH:34][CH:33]=1)[C:26]1[CH:31]=[CH:30][CH:29]=[CH:28][CH:27]=1)([CH2:20][CH:21]=[CH2:22])[CH2:3][O:4][C:5](=[O:19])[CH2:6][CH2:7][CH2:8][CH2:9][CH2:10][CH2:11][CH2:12][CH2:13][CH2:14][CH2:15][CH2:16][CH2:17][CH3:18].[Cr](Cl)([O-])(=O)=[O:43].[NH+]1C=CC=CC=1>C1COCC1.C(Cl)Cl.CCOCC>[Si:25]([O:24][CH2:23][C:2]1([CH2:3][O:4][C:5](=[O:19])[CH2:6][CH2:7][CH2:8][CH2:9][CH2:10][CH2:11][CH2:12][CH2:13][CH2:14][CH2:15][CH2:16][CH2:17][CH3:18])[O:1][C:22](=[O:43])[CH2:21][CH2:20]1)([C:38]([CH3:40])([CH3:39])[CH3:41])([C:32]1[CH:33]=[CH:34][CH:35]=[CH:36][CH:37]=1)[C:26]1[CH:31]=[CH:30][CH:29]=[CH:28][CH:27]=1 |f:1.2|. Procedure details: A stirred solution of 2d (1.04 g, 1.8 mmol) in dry THF (35 mL) at -78° C. was treated dropwise with a THF solution of BH3 ·SMe2 (2M, 1.8 mL) while maintained under a blanket of argon. The reaction mixture was allowed to reach room temperature during the course of 3 h and was stirred further for 12 h. Evaporation of the solvent under reduced pressure gave a residue that was dissolved in dry CH2Cl2 (100 mL) and treated with pyridinium chlorochromate (PCC, 15 g, 69.5 mmol). The dark reaction mixtur... RXN SMILES: F[O:2][C:3]([C:12]([F:15])([F:14])[F:13])([C:8]([F:11])([F:10])[F:9])[C:4]([F:7])([F:6])[F:5].FN(F)N(F)F>>[F:5][C:4]([F:7])([F:6])[C:3]([O:2][O:2][C:3]([C:4]([F:5])([F:6])[F:7])([C:12]([F:13])([F:15])[F:14])[C:8]([F:11])([F:10])[F:9])([C:12]([F:15])([F:14])[F:13])[C:8]([F:11])([F:10])[F:9]. Procedure details: In accordance with this invention, it has been found that the above-described objects can be accomplished by effecting a photolytic reaction between equimolar amounts of perfluoro-t-butyl hypofluorite and tetrafluorohydrazine. The resulting volatile reaction product, NF3, is evacuated at -90° C leaving a pure bis(perfluoro-t-butyl) peroxide residue. Reactants: FOC(C(F)(F)F)(C(F)(F)F)C(F)(F)F (perfluoro-t-butyl hypofluorite), FN(N(F)F)F (tetrafluorohydrazine). Product: FC(C(C(F)(F)F)(C(F)(F)F)OOC(C(F)(F)F)(C(F)(F)F)C(F)(F)F)(F)F (bis(perfluoro-t-butyl) peroxide). Reactants: [Au], CN(C)C=O, O=P(Cl)(Cl)Cl, CC(=O)N1CCC(C(=O)N2CCCCc3[nH]ccc32)CC1. The product is CC(=O)N1CCC(C(=O)N2CCCCc3[nH]c(C=O)cc32)CC1. Reaction SMILES: [Au:32].[O:27]=[CH:28][N:29]([CH3:30])[CH3:31].[P:22]([Cl:23])([Cl:24])([Cl:25])=[O:26].[nH:1]1[cH:2][cH:3][c:4]2[c:10]1[CH2:9][CH2:8][CH2:7][CH2:6][N:5]2[C:11](=[O:12])[CH:13]1[CH2:14][CH2:15][N:16]([C:19]([CH3:20])=[O:21])[CH2:17][CH2:18]1>>[nH:1]1[c:2]([CH:28]=[O:27])[cH:3][c:4]2[c:10]1[CH2:9][CH2:8][CH2:7][CH2:6][N:5]2[C:11](=[O:12])[CH:13]1[CH2:14][CH2:15][N:16]([C:19]([CH3:20])=[O:21])[CH2:17][CH2:18]1. Starting materials: COC1=CC2=C(C=CC(O2)=O)C=C1OCC1OC1 (7-methoxy-6-(oxiranylmethoxy)-2H-1-benzopyran-2-one), C1(=CC=CC=C1)N1CCNCC1 (1-phenylpiperazine), Cl (Hydrochloride). Solvent: CO (methanol), C(C)O (ethanol), C(C)(C)O (isopropanol), C(C)O (ethanol), C(C)(C)O (isopropanol). Yields the product COC1=CC2=C(C=CC(O2)=O)C=C1OCC(CN1CCN(CC1)C1=CC=CC=C1)O ((±)-7-methoxy-6-[2-hydroxy-3-(4-phenyl-1-piperazinyl)propoxy]-2H-1-benzopyran-2-one). The yield is 99.0%. As a reaction SMILES: [CH3:1][O:2][C:3]1[C:13]([O:14][CH2:15][CH:16]2[CH2:18][O:17]2)=[CH:12][C:6]2[CH:7]=[CH:8][C:9](=[O:11])[O:10][C:5]=2[CH:4]=1.[C:19]1([N:25]2[CH2:30][CH2:29][NH:28][CH2:27][CH2:26]2)[CH:24]=[CH:23][CH:22]=[CH:21][CH:20]=1.Cl>CO.C(O)C.C(O)(C)C>[CH3:1][O:2][C:3]1[C:13]([O:14][CH2:15][CH:16]([OH:17])[CH2:18][N:28]2[CH2:29][CH2:30][N:25]([C:19]3[CH:24]=[CH:23][CH:22]=[CH:21][CH:20]=3)[CH2:26][CH2:27]2)=[CH:12][C:6]2[CH:7]=[CH:8][C:9](=[O:11])[O:10][C:5]=2[CH:4]=1. Procedure: Method C (5 d at 40° C.); starting materials: 7-methoxy-6-(oxiranylmethoxy)-2H-1-benzopyran-2-one and 1-phenylpiperazine; yield 99%; fusion point 160°-162° C. (from isopropanol and ethanol). Hydrochloride: method F; yield 78%; fusion point 222°-225° C. (from isopropanol, ethanol and methanol). As a reaction SMILES: [Na].[F:2][C:3]([F:8])([F:7])[C:4](O)=[O:5].C[CH2:10][C:11]([C:13]1[CH:18]=[CH:17][CH:16]=[CH:15][CH:14]=1)=[O:12].[CH3:19]O>>[F:2][C:3]([F:8])([F:7])[C:4](=[O:5])[CH2:10][C:11]([C:13]1[CH:14]=[CH:15][C:16]([CH3:19])=[CH:17][CH:18]=1)=[O:12] |^1:0|. Run at temperature 80 celsius, time 10 hour. Procedure: Sodium metal (5.76 g, 0.25 mol) was dissolved in methanol (80 ml), then trifluoroacetic acid (22 ml, 0.168 mol) was added at room temperature, followed by dropwise addition of methyl-acetophenone (21.04 g, 0.165 mol). The obtained mixture was stirred at 80° C. for 10 h, the reaction mixture was concentrated in vacuo and the residue was dissolved in water (50 ml). The solution was acidified by addition of 1N hydrochloric acid (120 ml), extracted with ethyl acetate (2×80 ml), dried over MgSO4, fil... The reactants are FC(C(=O)O)(F)F (trifluoroacetic acid), [Na] (Sodium), CO (methanol), CCC(=O)C1=CC=CC=C1 (methyl-acetophenone). Yield: 95.0%. The product is FC(C(CC(=O)C1=CC=C(C=C1)C)=O)(F)F (4,4,4-trifluoro-1-(4-methyl-phenyl)-butane-1,3-dione).